Dataset: the Open Reaction Database (ORD), a public repository of structured organic reaction records. Task: describe an organic reaction: reactants, conditions, products, and yield Reactants: C=C(C)C(=O)OCCN(C)C, COC, CC(C)=O, ClCc1ccccc1, Oc1ccc(O)cc1. Product: C=C(C)C(=O)OCC[N+](C)(C)Cc1ccccc1, [Cl-]. Reaction SMILES: [C:1]([C:2](=[CH2:3])[CH3:4])(=[O:5])[O:6][CH2:7][CH2:8][N:9]([CH3:10])[CH3:11].[CH3:12][O:13][CH3:14].[CH3:31][C:32](=[O:33])[CH3:34].[Cl:23][CH2:24][c:25]1[cH:26][cH:27][cH:28][cH:29][cH:30]1.[c:15]1([OH:22])[cH:16][cH:17][c:18]([OH:19])[cH:20][cH:21]1>>[C:1]([C:2](=[CH2:3])[CH3:4])(=[O:5])[O:6][CH2:7][CH2:8][N+:9]([CH3:10])([CH3:11])[CH2:24][c:25]1[cH:26][cH:27][cH:28][cH:29][cH:30]1.[Cl-:23]. Procedure details: To a solution of the above prepared 1-(2-hydroxy-4-methoxy-phenyl)-2-methyl-propan-1-one (5.43 g, 28 mmol) in 56 mL acetonitrile were successively added Cs2CO3 (10.9 g, 1.2 eq.) and ethyl bromoacetate (3.25 mL, 1.05 eq.) and the mixture vigorously stirred at ambient temperature for 2.5 h. Pouring onto crashed ice/NH4Cl, twofold extraction with AcOEt, washing with water, drying over sodium sulfate, and evaporation of the solvents left 8.01 g of the title product as light yellow oil, sufficiently ... The solvent is C(C)#N (acetonitrile). Reaction conditions: time 2.5 hour. Yields the product C(C)OC(COC1=C(C=CC(=C1)OC)C(C(C)C)=O)=O ((2-Isobutyryl-5-methoxy-phenoxy)-acetic acid ethyl ester). Reaction SMILES: [OH:1][C:2]1[CH:7]=[C:6]([O:8][CH3:9])[CH:5]=[CH:4][C:3]=1[C:10](=[O:14])[CH:11]([CH3:13])[CH3:12].C([O-])([O-])=O.[Cs+].[Cs+].Br[CH2:22][C:23]([O:25][CH2:26][CH3:27])=[O:24]>C(#N)C>[CH2:26]([O:25][C:23](=[O:24])[CH2:22][O:1][C:2]1[CH:7]=[C:6]([O:8][CH3:9])[CH:5]=[CH:4][C:3]=1[C:10](=[O:14])[CH:11]([CH3:12])[CH3:13])[CH3:27] |f:1.2.3|. The reactants are C(=O)([O-])[O-].[Cs+].[Cs+] (Cs2CO3), OC1=C(C=CC(=C1)OC)C(C(C)C)=O (1-(2-hydroxy-4-methoxy-phenyl)-2-methyl-propan-1-one), BrCC(=O)OCC (ethyl bromoacetate). Reactants: C(C)(C)C=1C=CC2=C(N=CN=C2NC2=C(C=CC(=C2)[N+](=O)[O-])SC2=CC=C(C=C2)O)N1 (4-[2-(7-Isopropyl-pyrido[2,3-d]pyrimidin-4-ylamino)-4-nitro-phenylsulfanyl]-phenol). The solvent is C(C)(=O)O (acetic acid), CO (methanol). As a reaction SMILES: [CH:1]([C:4]1[CH:5]=[CH:6][C:7]2[C:12]([NH:13][C:14]3[CH:19]=[C:18]([N+:20]([O-])=O)[CH:17]=[CH:16][C:15]=3[S:23][C:24]3[CH:29]=[CH:28][C:27]([OH:30])=[CH:26][CH:25]=3)=[N:11][CH:10]=[N:9][C:8]=2[N:31]=1)([CH3:3])[CH3:2]>C(O)(=O)C.CO.[Pd]>[NH2:20][C:18]1[CH:17]=[CH:16][C:15]([S:23][C:24]2[CH:25]=[CH:26][C:27]([OH:30])=[CH:28][CH:29]=2)=[C:14]([NH:13][C:12]2[C:7]3[CH:6]=[CH:5][C:4]([CH:1]([CH3:3])[CH3:2])=[N:31][C:8]=3[N:9]=[CH:10][N:11]=2)[CH:19]=1. Product: NC1=CC(=C(C=C1)SC1=CC=C(C=C1)O)NC=1C2=C(N=CN1)N=C(C=C2)C(C)C (4-[4-Amino-2-(7-isopropyl-pyrido[2,3-d]pyrimidin-4-ylamino)-phenylsulfanyl]-phenol). Conditions: time 20 hour. Procedure: A slurry of 4-[2-(7-Isopropyl-pyrido[2,3-d]pyrimidin-4-ylamino)-4-nitro-phenylsulfanyl]-phenol (0.7 g, 1.73 mmol) and 10% Pd/C (100 mg) in acetic acid (10 ml) and methanol (10 mL) was placed under a hydrogen balloon atmosphere with stirring for 20 hours at room temperature. The slurry was filtered and the solvent removed under vacuum to provide 4-[4-Amino-2-(7-isopropyl-pyrido[2,3-d]pyrimidin-4-ylamino)-phenylsulfanyl]-phenol as an acetic acid salt The reagents and catalysts are [Pd] (Pd/C). The reactants are CO, O=C(O)c1cc(O)ccc1[N+](=O)[O-]. Yields the product COC(=O)c1cc(O)ccc1[N+](=O)[O-]. Reaction SMILES: [CH3:14][OH:15].[OH:1][c:2]1[cH:3][cH:4][c:5]([N+:11](=[O:12])[O-:13])[c:6]([C:7](=[O:8])[OH:9])[cH:10]1>>[OH:1][c:2]1[cH:3][cH:4][c:5]([N+:11](=[O:12])[O-:13])[c:6]([C:7](=[O:8])[O:9][CH3:14])[cH:10]1. RXN SMILES: [CH2:1]([c:2]1[cH:3][cH:4][cH:5][cH:6][cH:7]1)[O:8][N:9]([CH:10]=[O:11])[CH2:12][C:13]1([C:18](=[O:19])[NH:20][NH:21][c:22]2[n:23][cH:24][cH:25][c:26]([C:28]([F:29])([F:30])[F:31])[n:27]2)[CH2:14][CH2:15][CH2:16][CH2:17]1.[CH3:32][OH:33]>>[OH:8][N:9]([CH:10]=[O:11])[CH2:12][C:13]1([C:18](=[O:19])[NH:20][NH:21][c:22]2[n:23][cH:24][cH:25][c:26]([C:28]([F:29])([F:30])[F:31])[n:27]2)[CH2:14][CH2:15][CH2:16][CH2:17]1. Product: O=CN(O)CC1(C(=O)NNc2nccc(C(F)(F)F)n2)CCCC1. Starting materials: O=CN(CC1(C(=O)NNc2nccc(C(F)(F)F)n2)CCCC1)OCc1ccccc1, CO. Starting materials: C(C)O (ethanol), bis-triphenylphosphine palladium dichloride, NC1=NC=C(C(=N1)N)CC=1C=C(C(=C(C1)OS(=O)(=O)C1CC1)I)OCC (cyclopropanesulphonic acid 5-(2,4-diamino-pyrimidin-5-ylmethyl)-3-ethoxy-2-iodo-phenyl ester), IC=1C=C(C=C(C1)NC(C(F)(F)F)=O)F (N-(5-iodo-3-fluoro-phenyl)-2,2,2-trifluoroacetamide). The solvent is C(OC)COC (dimethoxyethane), O1CCOCC1 (dioxane). The product is tetrakis-triphenylphosphine palladium, NC=1C=C(C=C(C1)F)C1=C(C=C(C=C1OCC)CC=1C(=NC(=NC1)N)N)OS(=O)(=O)C1CC1 (cyclopropanesulphonic acid 3′-amino-4-(2,4-diamino-pyrimidin-5-ylmethyl)-6-ethoxy-5′-fluoro-biphenyl-2-yl ester). The yield is 30.0%. As a reaction SMILES: [NH2:1][C:2]1[N:7]=[C:6]([NH2:8])[C:5]([CH2:9][C:10]2[CH:11]=[C:12]([O:24][CH2:25][CH3:26])[C:13](I)=[C:14]([O:16][S:17]([CH:20]3[CH2:22][CH2:21]3)(=[O:19])=[O:18])[CH:15]=2)=[CH:4][N:3]=1.I[C:28]1[CH:29]=[C:30]([F:41])[CH:31]=[C:32]([NH:34]C(=O)C(F)(F)F)[CH:33]=1.C(O)C>O1CCOCC1.C(COC)OC>[NH2:34][C:32]1[CH:33]=[C:28]([C:13]2[C:12]([O:24][CH2:25][CH3:26])=[CH:11][C:10]([CH2:9][C:5]3[C:6]([NH2:8])=[N:7][C:2]([NH2:1])=[N:3][CH:4]=3)=[CH:15][C:14]=2[O:16][S:17]([CH:20]2[CH2:22][CH2:21]2)(=[O:19])=[O:18])[CH:29]=[C:30]([F:41])[CH:31]=1. Reported procedure: Starting from cyclopropanesulphonic acid 5-(2,4-diamino-pyrimidin-5-ylmethyl)-3-ethoxy-2-iodo-phenyl ester (294 mg; 0.60 mmol) and N-(5-iodo-3-fluoro-phenyl)-2,2,2-trifluoroacetamide (preparation described in example 4t) (333 mg; 1.0 mmol) (first step in 12 ml dioxane instead of dimethylformarmide with bis-triphenylphosphine-palladium dichloride (56 mg; 0.08 mmol) and second step in dimethoxyethane (8 ml) and ethanol (2 ml) with tetrakis-triphenylphosphine-palladium (69 mg; 0.06 mmol)), 147 mg (... Starting materials: ClC1=NC=CC(=N1)C1=C(N=C(O1)C(C)(C)C)C=1C(=C(C=CC1)NS(=O)(=O)C=1OC=CC1)F (N-{3-[5-(2-chloro-4-pyrimidinyl)-2-(1,1-dimethylethyl)-1,3-oxazol-4-yl]-2-fluorophenyl}-2-furansulfonamide), [OH-].[NH4+] (ammonium hydroxide). Product: NC1=NC=CC(=N1)C1=C(N=C(O1)C(C)(C)C)C=1C(=C(C=CC1)NS(=O)(=O)C=1OC=CC1)F (N-{3-[5-(2-amino-4-pyrimidinyl)-2-(1,1-dimethylethyl)-1,3-oxazol-4-yl]-2-fluorophenyl}-2-furansulfonamide), solid. Isolated yield 89.0%. As a reaction SMILES: Cl[C:2]1[N:7]=[C:6]([C:8]2[O:12][C:11]([C:13]([CH3:16])([CH3:15])[CH3:14])=[N:10][C:9]=2[C:17]2[C:18]([F:32])=[C:19]([NH:23][S:24]([C:27]3[O:28][CH:29]=[CH:30][CH:31]=3)(=[O:26])=[O:25])[CH:20]=[CH:21][CH:22]=2)[CH:5]=[CH:4][N:3]=1.[OH-].[NH4+:34]>>[NH2:34][C:2]1[N:7]=[C:6]([C:8]2[O:12][C:11]([C:13]([CH3:16])([CH3:15])[CH3:14])=[N:10][C:9]=2[C:17]2[C:18]([F:32])=[C:19]([NH:23][S:24]([C:27]3[O:28][CH:29]=[CH:30][CH:31]=3)(=[O:26])=[O:25])[CH:20]=[CH:21][CH:22]=2)[CH:5]=[CH:4][N:3]=1 |f:1.2|. Procedure: Following a procedure analogous to the procedure described in Example 52, Step B using N-{3-[5-(2-chloro-4-pyrimidinyl)-2-(1,1-dimethylethyl)-1,3-oxazol-4-yl]-2-fluorophenyl}-2-furansulfonamide (72 mg, 0.151 mmol) and ammonium hydroxide (5 mL), the title compound was obtained as a white solid (62 mg, 89%). 1H-NMR (DMSO-d6): δ ppm 10.57 (br s, 1H), 8.26 (d, J=5.6 Hz, 1H), 7.97 (m, 1H), 7.44-7.48 (m, 1H), 7.23-7.32 (m, 2H), 7.08 (m, 1H), 6.63 (m, 1H) 6.57 (d, J=5.2 Hz, 1H), 1.41 (s, 9H); MS: 458 [... Starting materials: CO, O=C(O)CC1(c2ccc(Cl)cc2)CCOCC1, O=S(=O)(O)O. Yields the product COC(=O)CC1(c2ccc(Cl)cc2)CCOCC1. Reaction SMILES: [CH3:23][OH:24].[Cl:1][c:2]1[cH:3][cH:4][c:5]([C:8]2([CH2:14][C:15](=[O:16])[OH:17])[CH2:9][CH2:10][O:11][CH2:12][CH2:13]2)[cH:6][cH:7]1.[S:18](=[O:19])(=[O:20])([OH:21])[OH:22]>>[Cl:1][c:2]1[cH:3][cH:4][c:5]([C:8]2([CH2:14][C:15]([O:16][CH3:23])=[O:17])[CH2:9][CH2:10][O:11][CH2:12][CH2:13]2)[cH:6][cH:7]1. The reactants are C(C)(=O)OCC (Ethyl acetate), FC=1C=C2C=C(NC2=CC1F)C=1C=CC(=C(C1)N)OC (5-(5,6-Difluoro-1H-indol-2-yl)-2-methoxy-phenylamine), FC=1C=C2C=C(NC2=CC1F)C=1C=CC(=C(C1)N)OC (5-(5,6-difluoro-1H-indol-2-yl)-2-methoxy-phenylamine), C(=O)(O)C1=CC=C(C=C1)N=C=S (4-carboxyphenyl isothiocyanate), C(=O)(O)C1=CC=C(C=C1)N=C=S (4-carboxyphenyl isothiocyanate). The solvent is O1CCCC1 (tetrahydrofuran). Reaction conditions: temperature 50 celsius, time 8 hour. The product is FC=1C=C2C=C(NC2=CC1F)C=1C=CC(=C(C1)NC(NC1=CC=C(C(=O)O)C=C1)=S)OC (4-{3-[5-(5,6-Difluoro-1H-indol-2-yl)-2-methoxy-phenyl]-thioureido}-benzoic acid). RXN SMILES: [F:1][C:2]1[CH:3]=[C:4]2[C:8](=[CH:9][C:10]=1[F:11])[NH:7][C:6]([C:12]1[CH:13]=[CH:14][C:15]([O:19][CH3:20])=[C:16]([NH2:18])[CH:17]=1)=[CH:5]2.[C:21]([C:24]1[CH:29]=[CH:28][C:27]([N:30]=[C:31]=[S:32])=[CH:26][CH:25]=1)([OH:23])=[O:22].C(OCC)(=O)C>O1CCCC1>[F:1][C:2]1[CH:3]=[C:4]2[C:8](=[CH:9][C:10]=1[F:11])[NH:7][C:6]([C:12]1[CH:13]=[CH:14][C:15]([O:19][CH3:20])=[C:16]([NH:18][C:31](=[S:32])[NH:30][C:27]3[CH:26]=[CH:25][C:24]([C:21]([OH:23])=[O:22])=[CH:29][CH:28]=3)[CH:17]=1)=[CH:5]2. Procedure details: The product from Example 3, 5-(5,6-difluoro-1H-indol-2-yl)-2-methoxy-phenylamine, (0.274 g, 1.0 mmol) was mixed with 4-carboxyphenyl isothiocyanate (0.183 g, 1.0 mmol) in tetrahydrofuran (10 mL) and was heated briefly to 50° C. and then allowed to stand overnight at room temperature. The tetrahydrofuran was boiled off on the rotary evaporator (no vacuum) to give a solid. Ethyl acetate (5 mL) was added, and the mixture was allowed to stand overnight at room temperature. The insoluble material was...